From a dataset of the Open Reaction Database (ORD), a public repository of structured organic reaction records. describe an organic reaction: reactants, conditions, products, and yield Starting materials: C1CCNCC1, CC(=O)O, CC(C)O, O=Cc1ccc(F)cc1Cl, COC(=O)CC(=O)CCc1ccncc1. Yields the product COC(=O)C(=Cc1ccc(F)cc1Cl)C(=O)CCc1ccncc1. Reaction SMILES: [CH2:26]1[CH2:27][CH2:28][NH:29][CH2:30][CH2:31]1.[CH3:32][C:33](=[O:34])[OH:35].[CH:36]([OH:37])([CH3:38])[CH3:39].[Cl:1][c:2]1[c:3]([CH:4]=[O:5])[cH:6][cH:7][c:8]([F:10])[cH:9]1.[O:11]=[C:12]([CH2:13][C:14](=[O:15])[O:16][CH3:17])[CH2:18][CH2:19][c:20]1[cH:21][cH:22][n:23][cH:24][cH:25]1>>[Cl:1][c:2]1[c:3]([CH:4]=[C:13]([C:12](=[O:11])[CH2:18][CH2:19][c:20]2[cH:21][cH:22][n:23][cH:24][cH:25]2)[C:14](=[O:15])[O:16][CH3:17])[cH:6][cH:7][c:8]([F:10])[cH:9]1. Reactants: CC(=O)O, CO, Nc1n[nH]c2ncnc(Nc3cccc(Cl)c3)c12, O=Cc1ccsc1. The product is Clc1cccc(Nc2ncnc3[nH]nc(N=Cc4ccsc4)c23)c1. RXN SMILES: [CH3:19][C:20](=[O:21])[OH:22].[CH3:30][OH:31].[NH2:1][c:2]1[n:3][nH:4][c:5]2[n:6][cH:7][n:8][c:9]([NH:11][c:12]3[cH:13][c:14]([Cl:18])[cH:15][cH:16][cH:17]3)[c:10]12.[s:23]1[cH:24][c:25]([CH:28]=[O:29])[cH:26][cH:27]1>>[N:1]([c:2]1[n:3][nH:4][c:5]2[n:6][cH:7][n:8][c:9]([NH:11][c:12]3[cH:13][c:14]([Cl:18])[cH:15][cH:16][cH:17]3)[c:10]12)=[CH:28][c:25]1[cH:24][s:23][cH:27][cH:26]1.